Dataset: the Open Reaction Database (ORD), a public repository of structured organic reaction records. Task: describe an organic reaction: reactants, conditions, products, and yield Starting materials: CC=1OC(=NN1)\C=C\C1=CC=C(C=C1)[N+](=O)[O-] (2-methyl-5-[(E)-2-(4-nitrophenyl)ethenyl]-1,3,4-oxadiazole), O1CCCC1 (tetrahydrofuran). The reagents and catalysts are [C].[Pd] (palladium-carbon). Solvent: CO (methanol). Reaction conditions: time 6 hour. Product: CC1=NN=C(O1)CCC1=CC=C(N)C=C1 (4-[2-(5-methyl-1,3,4-oxadiazol-2-yl)ethyl]aniline). Yield: 102.8%. As a reaction SMILES: [CH3:1][C:2]1[O:3][C:4](/[CH:7]=[CH:8]/[C:9]2[CH:14]=[CH:13][C:12]([N+:15]([O-])=O)=[CH:11][CH:10]=2)=[N:5][N:6]=1.O1CCCC1>[C].[Pd].CO>[CH3:1][C:2]1[O:3][C:4]([CH2:7][CH2:8][C:9]2[CH:14]=[CH:13][C:12]([NH2:15])=[CH:11][CH:10]=2)=[N:5][N:6]=1 |f:2.3|. Reported procedure: To a mixture of 2-methyl-5-[(E)-2-(4-nitrophenyl)ethenyl]-1,3,4-oxadiazole (2.00 g), tetrahydrofuran (75 mL) and methanol (75 mL) was added palladium-carbon (Pd: 10%, 50% in water, 200 mg), and the mixture was stirred under a hydrogen atmosphere at room temperature for 6 hr. The reaction mixture was filtered, and the filtrate was concentrated under reduced pressure to give the title compound (1.807 g). Starting materials: Cn1cc(S(=O)CCl)c(=O)c2ccc(F)cc21, Cc1cn(C)c2cc(F)ccc2c1=S. Product: Cn1cc(SCCl)c(=O)c2ccc(F)cc21. RXN SMILES: [Cl:1][CH2:2][S:3](=[O:4])[c:5]1[cH:6][n:7]([CH3:17])[c:8]2[cH:9][c:10]([F:16])[cH:11][cH:12][c:13]2[c:14]1=[O:15].[F:18][c:19]1[cH:20][c:21]2[c:22]([c:23](=[S:24])[c:25]([CH3:26])[cH:27][n:28]2[CH3:29])[cH:30][cH:31]1>>[Cl:1][CH2:2][S:3][c:5]1[cH:6][n:7]([CH3:17])[c:8]2[cH:9][c:10]([F:16])[cH:11][cH:12][c:13]2[c:14]1=[O:15]. Reactants: CC(CC(=O)C1=CC=C(C(=O)O)C=C1)C (4-(3-methylbutanoyl)benzoic acid), C(C)(C)(C)OC(NC(C)C)=NC(C)C (O-tert-butyl-N,N′-diisopropylisourea). The solvent is COC(C)(C)C (tert-butyl methyl ether), ClCCl (dichloromethane). Conditions: time 50 hour. Product: CC(CC(=O)C1=CC=C(C(=O)OC(C)(C)C)C=C1)C (tert-butyl 4-(3-methylbutanoyl)benzoate). RXN SMILES: [CH3:1][CH:2]([CH3:15])[CH2:3][C:4]([C:6]1[CH:14]=[CH:13][C:9]([C:10]([OH:12])=[O:11])=[CH:8][CH:7]=1)=[O:5].[C:16](OC(=NC(C)C)NC(C)C)([CH3:19])([CH3:18])[CH3:17]>ClCCl.COC(C)(C)C>[CH3:1][CH:2]([CH3:15])[CH2:3][C:4]([C:6]1[CH:14]=[CH:13][C:9]([C:10]([O:12][C:16]([CH3:19])([CH3:18])[CH3:17])=[O:11])=[CH:8][CH:7]=1)=[O:5]. Procedure details: To a slurry of 4-(3-methylbutanoyl)benzoic acid (499 mg, 2.42 mmol) in dichloromethane (6 mL) was added O-tert-butyl-N,N′-diisopropylisourea (1.82 g, 9.07 mmol). The mixture was stirred at room temperature for 50 hours then diluted with tert-butyl methyl ether (75 mL). The mixture was washed with sat. aq sodium bicarbonate (50 mL), dried over anhydrous Na2SO4, and filtered, and the filtrate was concentrated. Purification by silica gel flash chromatography (ethyl acetate/heptane) gave tert-butyl ... Starting materials: BrC=1C=C(C=C(C1)C(C)(C)C)O (3-bromo-5-tert-butylphenol), C(#N)[Cu] (CuCN), C(#N)[Cu] (CuCN), C(C)(=O)OCC (Ethyl acetate), O (H2O). Run in CN(C)C=O (DMF). Run at temperature 170 celsius, time 75 minute. The product is C(C)(C)(C)C=1C=C(C#N)C=C(C1)O (3-tert-butyl-5-hydroxybenzonitrile). The yield is 68.2%. As a reaction SMILES: Br[C:2]1[CH:3]=[C:4]([OH:12])[CH:5]=[C:6]([C:8]([CH3:11])([CH3:10])[CH3:9])[CH:7]=1.[C:13]([Cu])#[N:14].C(OCC)(=O)C.O>CN(C=O)C>[C:8]([C:6]1[CH:7]=[C:2]([CH:3]=[C:4]([OH:12])[CH:5]=1)[C:13]#[N:14])([CH3:11])([CH3:10])[CH3:9]. Reported procedure: A solution of 403 mg of 3-bromo-5-tert-butylphenol and 200 mg (1.28 mmol) of CuCN in 5 mL of DMF was stirred at 160° C. After 75 min. 365 mg of CuCN was added and stirring was continued at 160° C. After about 1 h, the temperature was increased to 170° C. and the mixture was refluxed for 19 h. Ethyl acetate and H2O were added, and the mixture was filtered through a Buchner funnel, and the layers were separated. The organic layer was washed with 10 mL of H2O and brine, dried over Na2SO4, filtered,...